From a dataset of the Open Reaction Database (ORD), a public repository of structured organic reaction records. describe an organic reaction: reactants, conditions, products, and yield The reactants are COC(=O)c1ccc2c(c1)[nH]c(=O)n2Cc1ccc2ccc(C#N)cc2c1, CC#N, CO, Cl, [Li+], [OH-]. The product is N#Cc1ccc2ccc(Cn3c(=O)[nH]c4cc(C(=O)O)ccc43)cc2c1. As a reaction SMILES: [C:1](#[N:2])[c:3]1[cH:4][cH:5][c:6]2[cH:7][cH:8][c:9]([CH2:13][n:14]3[c:15](=[O:27])[nH:16][c:17]4[c:18]3[cH:19][cH:20][c:21]([C:23](=[O:24])[O:25][CH3:26])[cH:22]4)[cH:10][c:11]2[cH:12]1.[CH3:31][C:32]#[N:33].[CH3:34][OH:35].[ClH:30].[Li+:29].[OH-:28]>>[C:1](#[N:2])[c:3]1[cH:4][cH:5][c:6]2[cH:7][cH:8][c:9]([CH2:13][n:14]3[c:15](=[O:27])[nH:16][c:17]4[c:18]3[cH:19][cH:20][c:21]([C:23](=[O:24])[OH:25])[cH:22]4)[cH:10][c:11]2[cH:12]1.